From a dataset of the Open Reaction Database (ORD), a public repository of structured organic reaction records. describe an organic reaction: reactants, conditions, products, and yield Reactants: CCN(C(C)C)C(C)C, ClCCl, Cl, O=C(Cl)C(F)(F)C(F)(F)C(F)(F)F, N#CCc1ccccc1N. Yields the product N#CCc1ccccc1NC(=O)C(F)(F)C(F)(F)C(F)(F)F. RXN SMILES: [CH:11]([N:12]([CH:13]([CH3:14])[CH3:15])[CH2:16][CH3:17])([CH3:18])[CH3:19].[Cl:34][CH2:35][Cl:36].[ClH:33].[F:20][C:21]([C:22]([C:23](=[O:24])[Cl:25])([F:26])[F:27])([C:28]([F:29])([F:30])[F:31])[F:32].[NH2:1][c:2]1[c:3]([CH2:4][C:5]#[N:6])[cH:7][cH:8][cH:9][cH:10]1>>[NH:1]([c:2]1[c:3]([CH2:4][C:5]#[N:6])[cH:7][cH:8][cH:9][cH:10]1)[C:23]([C:22]([C:21]([F:20])([C:28]([F:29])([F:30])[F:31])[F:32])([F:26])[F:27])=[O:24].